From a dataset of the Open Reaction Database (ORD), a public repository of structured organic reaction records. describe an organic reaction: reactants, conditions, products, and yield Reactants: O=[N+]([O-])c1csc(S(=O)(=O)NCCNc2nc(Cl)ncc2Br)c1, O=[N+]([O-])c1ccc(S(=O)(=O)NCCNc2nc(Cl)ncc2Br)s1, C1CCOC1, Cl, [Na+], [OH-]. Yields the product Nc1csc(S(=O)(=O)NCCNc2nc(Cl)ncc2Br)c1. RXN SMILES: [Br:1][c:2]1[c:3]([NH:9][CH2:10][CH2:11][NH:12][S:13](=[O:14])(=[O:15])[c:16]2[s:17][cH:18][c:19]([N+:21]([O-:22])=[O:23])[cH:20]2)[n:4][c:5]([Cl:8])[n:6][cH:7]1.[Br:24][c:25]1[c:26]([NH:27][CH2:28][CH2:29][NH:30][S:31]([c:32]2[s:33][c:34]([N+:35]([O-:36])=[O:37])[cH:38][cH:39]2)(=[O:40])=[O:41])[n:42][c:43]([Cl:44])[n:45][cH:46]1.[CH2:50]1[O:51][CH2:52][CH2:53][CH2:54]1.[ClH:47].[Na+:49].[OH-:48]>>[Br:1][c:2]1[c:3]([NH:9][CH2:10][CH2:11][NH:12][S:13](=[O:14])(=[O:15])[c:16]2[s:17][cH:18][c:19]([NH2:21])[cH:20]2)[n:4][c:5]([Cl:8])[n:6][cH:7]1. The reactants are C(C1=CC=CC=C1)OC=1C=C(C=CC1)N1N=NN=C1 (1-(3-Benzyloxy-phenyl)-1H-tetrazole). Reagents/catalysts: [Pd] (palladium on carbon). Run in C(C)O (ethanol). Yields the product N1(N=NN=C1)C=1C=C(C=CC1)O (3-Tetrazol-1-yl-phenol). Isolated yield 88.4%. As a reaction SMILES: C([O:8][C:9]1[CH:10]=[C:11]([N:15]2[CH:19]=[N:18][N:17]=[N:16]2)[CH:12]=[CH:13][CH:14]=1)C1C=CC=CC=1>C(O)C.[Pd]>[N:15]1([C:11]2[CH:10]=[C:9]([OH:8])[CH:14]=[CH:13][CH:12]=2)[CH:19]=[N:18][N:17]=[N:16]1. Procedure: To a solution 1-(3-Benzyloxy-phenyl)-1H-tetrazole (0.640 grams, 2.54 mmole) in ethanol (15 ml) was added 10% palladium on carbon (˜0.100 g). This was stirred under hydrogen balloon over night. The catalyst was removed by filtration, and the solution was concentrated to give a white solid (0.364 g). M.P. 171-172° C.; MW 162.12; MS (m/e) 163 (M++1). The reactants are C(C)(C)NC(C)C (diisopropylamine), C(CCC)[Li] (butyllithium), C(C)(C)(C)[Si](C)(C)Cl (tert-butylchlorodimethylsilane), COC(C(=O)OC)C (methyl 2-methoxypropionate), [Li+].CC(C)[N-]C(C)C (LDA). Run in C1CCOC1 (THF), C1CCOC1 (THF), C1CCOC1 (THF). Run at temperature -20 celsius, time 8 hour. The product is C(C)(C)(C)[Si](C)(C)OC(=C(C)OC)OC (tert-butyl((1,2-dimethoxyprop-1-en-1-yl)oxy)dimethylsilane). As a reaction SMILES: [CH3:1][O:2][CH:3]([CH3:8])[C:4]([O:6][CH3:7])=[O:5].[Li+].CC([N-]C(C)C)C.C(NC(C)C)(C)C.C([Li])CCC.[C:29]([Si:33](Cl)([CH3:35])[CH3:34])([CH3:32])([CH3:31])[CH3:30]>C1COCC1>[C:29]([Si:33]([O:5][C:4]([O:6][CH3:7])=[C:3]([O:2][CH3:1])[CH3:8])([CH3:35])[CH3:34])([CH3:32])([CH3:31])[CH3:30] |f:1.2|. Procedure details: A solution of methyl 2-methoxypropionate (177 mg, 1.5 mmol) in THF (1 mL) was added to a solution of LDA prepared from diisopropylamine (0.212 mL, 1.50 mmol) and butyllithium (0.60 mL, 1.50 mmol) in THF (2 mL) at −78° C. under nitrogen. The mixture was gradually allowed to warm to −20° C. over 1 h, re-cooled to −78° C. and then a solution of tert-butylchlorodimethylsilane (233 mg, 1.50 mmol) in THF (1 mL) was added. The mixture was allowed to warm to rt over 2 h and stirred overnight. The reacti... Starting materials: CN(C)C=O, C(=NC1CCCCC1)=NC1CCCCC1, NC1CCCCCC1, On1nnc2ccccc21, O=C(O)Cc1ccc2c(c1)Cc1ccccc1-2. The product is O=C(Cc1ccc2c(c1)Cc1ccccc1-2)NC1CCCCCC1. Reaction SMILES: [CH3:51][N:52]([CH3:53])[CH:54]=[O:55].[CH:28]1([N:29]=[C:30]=[N:31][CH:32]2[CH2:33][CH2:34][CH2:35][CH2:36][CH2:37]2)[CH2:38][CH2:39][CH2:40][CH2:41][CH2:42]1.[CH:43]1([NH2:50])[CH2:44][CH2:45][CH2:46][CH2:47][CH2:48][CH2:49]1.[OH:18][n:19]1[c:20]2[cH:21][cH:22][cH:23][cH:24][c:25]2[n:26][n:27]1.[cH:1]1[c:2]([CH2:14][C:15](=[O:16])[OH:17])[cH:3][cH:4][c:5]2[c:13]1[CH2:12][c:11]1[c:6]-2[cH:7][cH:8][cH:9][cH:10]1>>[cH:1]1[c:2]([CH2:14][C:15](=[O:16])[NH:50][CH:43]2[CH2:44][CH2:45][CH2:46][CH2:47][CH2:48][CH2:49]2)[cH:3][cH:4][c:5]2[c:13]1[CH2:12][c:11]1[c:6]-2[cH:7][cH:8][cH:9][cH:10]1. Reactants: ClC1=CC=C(CN2C(=O)N(C(=O)C=C2NNC(=S)NC)CCC)C=C1 (1-(4-chlorobenzyl)-6-(4-methylthiosemicarbazido)-3-propyluracil), CO (methanol). Solvent: CN(C)C=O (DMF). Yields the product ClC1=CC=C(CN2C(N(C(C3=C2NN=C3NC)=O)CCC)=O)C=C1 (7-(4-Chlorobenzyl)-3-methylamino-5-propylpyrazolo[3,4-d]pyrimidine-4,6(5H,7H)-dione). Yield: 64.0%. As a reaction SMILES: [Cl:1][C:2]1[CH:25]=[CH:24][C:5]([CH2:6][N:7]2[C:14]([NH:15][NH:16][C:17]([NH:19][CH3:20])=S)=[CH:13][C:11](=[O:12])[N:10]([CH2:21][CH2:22][CH3:23])[C:8]2=[O:9])=[CH:4][CH:3]=1.CO>CN(C=O)C>[Cl:1][C:2]1[CH:25]=[CH:24][C:5]([CH2:6][N:7]2[C:14]3[NH:15][N:16]=[C:17]([NH:19][CH3:20])[C:13]=3[C:11](=[O:12])[N:10]([CH2:21][CH2:22][CH3:23])[C:8]2=[O:9])=[CH:4][CH:3]=1. Procedure details: A solution of 1-(4-chlorobenzyl)-6-(4-methylthiosemicarbazido)-3-propyluracil (4.8 g, 12.6 mM) in DMF (50 ml) was stirred at 100° C. for 40 hours. To the solution was added 50% methanol (20 ml) and the mixture was cooled to give crystals. Recrystallization from DMF/methanol gave colorless crystals (2.8 g, 50%), m.p. 305°-307° C. Reactants: O1C(CCCC1)O[C@@H]1C[C@@H](C[C@H](C1)O[Si](C)(C)C(C)(C)C)CC(=O)[O-] (3-tetrahydro-2H-2-pyranyloxy-5-(tert.butyldimethylsilyloxy)-(1S,3R,5R)-cyclohexylacetate), C([O-])([O-])=O.[K+].[K+] (potassium carbonate). Solvent: CO (methanol). Conditions: time 2 hour. The product is O1C(CCCC1)O[C@@H]1C[C@@H](C[C@H](C1)O[Si](C)(C)C(C)(C)C)O (3-tetrahydro-2H-2-pyranyloxy-5-(tert.butyldimethylsilyloxy)-(1S,3R,5R)-cyclohexan-1-ol). Isolated yield 96.0%. RXN SMILES: [O:1]1[CH2:6][CH2:5][CH2:4][CH2:3][CH:2]1[O:7][C@H:8]1[CH2:13][C@H:12]([O:14][Si:15]([C:18]([CH3:21])([CH3:20])[CH3:19])([CH3:17])[CH3:16])[CH2:11][C@@H:10](CC([O-])=O)[CH2:9]1.C(=O)([O-])[O-:27].[K+].[K+]>CO>[O:1]1[CH2:6][CH2:5][CH2:4][CH2:3][CH:2]1[O:7][C@H:8]1[CH2:13][C@H:12]([O:14][Si:15]([C:18]([CH3:21])([CH3:20])[CH3:19])([CH3:17])[CH3:16])[CH2:11][C@@H:10]([OH:27])[CH2:9]1 |f:1.2.3|. Reported procedure: 3-tetrahydro-2H-2-pyranyloxy-5-(tert.butyldimethylsilyloxy)-(1S,3R,5R)-cyclohexylacetate (6, 3.5 parts, 9.16 mmol) was dissolved in dry methanol (25 parts). To the solution anhydrous potassium carbonate (0.828 parts, 6 mmol) was added and the mixture was stirred at room temperature for 2 hr. Methanol was removed under vacuum and residue was extracted several times with dichloromethane. Dichloromethane layers were combined and washed with water followed by brine wash. It was dried on anhydrous so...